Dataset: the Open Reaction Database (ORD), a public repository of structured organic reaction records. Task: describe an organic reaction: reactants, conditions, products, and yield Reactants: CN(C(C(C1=CC=CC=C1)SC1=CC=C(C=C1)C)=O)C (N,N-dimethyl-α-(4-methylphenylthio)-α-phenylacetamide). The solvent is C(C)O (ethanol). Reaction conditions: time 5 hour. Yields the product CN(C=1C2=C(SC1C1=CC=CC=C1)C=CC(=C2)C)C (3-dimethylamino-5-methyl-2-phenyl-benzo(b)-thiophene). RXN SMILES: [CH3:1][N:2]([CH3:20])[C:3](=O)[CH:4]([S:11][C:12]1[CH:17]=[CH:16][C:15]([CH3:18])=[CH:14][CH:13]=1)[C:5]1[CH:10]=[CH:9][CH:8]=[CH:7][CH:6]=1>C(O)C>[CH3:1][N:2]([CH3:20])[C:3]1[C:13]2[CH:14]=[C:15]([CH3:18])[CH:16]=[CH:17][C:12]=2[S:11][C:4]=1[C:5]1[CH:10]=[CH:9][CH:8]=[CH:7][CH:6]=1. Procedure: Proceed as in Example 31 starting from the N,N-dimethyl-α-(4-methylphenylthio)-α-phenylacetamide (colourless crystals in cyclohexane, mp 99°-102°). The duration of reaction is 5 hours. 61% of theory of colourless needles, mp 89°-92° (ethanol). The reactants are N1CC(C1)C1=NC(=NN1)C1=NC(=CC=C1)C (2-(5-Azetidine-3-yl-[1,2,4]triazole-3-yl)-6-methylpyridine), C1(CC1)C1=NN2C(N=C(C(=C2)C2=CC=CC=C2)C2=CC=C(C=O)C=C2)=N1 (4-(2-cyclopropyl-6-phenyl-[1,2,4]triazolo[1,5-a]pyrimidin-5-yl)benzaldehyde). Product: C1(CC1)C1=NN2C(N=C(C(=C2)C2=CC=CC=C2)C2=CC=C(C=C2)CN2CC(C2)C2=NNC(=N2)C2=NC(=CC=C2)C)=N1 (2-cyclopropyl-5-(4-{3-[5-(6-methylpyridine-2-yl)-1H-[1,2,4]triazole-3-yl]-azetidine-1-ylmethyl}-phenyl)-6-phenyl-[1,2,4]triazolo[1,5-a]pyrimidine). As a reaction SMILES: [NH:1]1[CH2:4][CH:3]([C:5]2[NH:9][N:8]=[C:7]([C:10]3[CH:15]=[CH:14][CH:13]=[C:12]([CH3:16])[N:11]=3)[N:6]=2)[CH2:2]1.[CH:17]1([C:20]2[N:42]=[C:23]3[N:24]=[C:25]([C:34]4[CH:41]=[CH:40][C:37]([CH:38]=O)=[CH:36][CH:35]=4)[C:26]([C:28]4[CH:33]=[CH:32][CH:31]=[CH:30][CH:29]=4)=[CH:27][N:22]3[N:21]=2)[CH2:19][CH2:18]1>>[CH:17]1([C:20]2[N:42]=[C:23]3[N:24]=[C:25]([C:34]4[CH:41]=[CH:40][C:37]([CH2:38][N:1]5[CH2:4][CH:3]([C:5]6[N:6]=[C:7]([C:10]7[CH:15]=[CH:14][CH:13]=[C:12]([CH3:16])[N:11]=7)[NH:8][N:9]=6)[CH2:2]5)=[CH:36][CH:35]=4)[C:26]([C:28]4[CH:33]=[CH:32][CH:31]=[CH:30][CH:29]=4)=[CH:27][N:22]3[N:21]=2)[CH2:19][CH2:18]1. Procedure: The compound is prepared in analogy to example 40.0. 211.6 mg 2-(5-Azetidine-3-yl-[1,2,4]triazole-3-yl)-6-methylpyridine×2HCl (60% pure) are reacted with 250 mg (0.73 mmol) 4-(2-cyclopropyl-6-phenyl-[1,2,4]triazolo[1,5-a]pyrimidin-5-yl)benzaldehyde (intermediate example 4.0) After the usual work-up and purification 97 mg (23.3%) of the desired compound are obtained.